This data is from the Open Reaction Database (ORD), a public repository of structured organic reaction records. The task is: describe an organic reaction: reactants, conditions, products, and yield Reactants: C1(=CC=CC=C1)S(=O)(=O)N1[C@H](C(=O)O)CCC1 (N-(benzenesulfonyl)-Proline), methyl ester, [Li+].[OH-] (LiOH), CO (methanol). The product is COC([C@H]1N(CCC1)S(=O)(=O)C1=CC=CC=C1)=O (N-(benzenesulfonyl)-Proline Methyl Ester). The yield is 96.0%. Reaction SMILES: [C:1]1([S:7]([N:10]2[CH2:17][CH2:16][CH2:15][C@H:11]2[C:12]([OH:14])=[O:13])(=[O:9])=[O:8])[CH:6]=[CH:5][CH:4]=[CH:3][CH:2]=1.[Li+].[OH-].[CH3:20]O>>[CH3:20][O:13][C:12](=[O:14])[C@@H:11]1[CH2:15][CH2:16][CH2:17][N:10]1[S:7]([C:1]1[CH:2]=[CH:3][CH:4]=[CH:5][CH:6]=1)(=[O:9])=[O:8] |f:1.2|. Procedure details: To a solution of 25 g (0.15 mol) of L-Proline methyl ester hydrochloride in 500 mL of CH2Cl2 was added 70 mL (0.5. mol) of triethylamine with stirring to give copious white precipitate. The mixture was filtered and the filtrate cooled to 0° C. (ice bath) with stirring. To the cooled solution was added a solution of 20 mL (0.15 mol) of benzenesulfonyl chloride in 50 mL of CH2Cl2 dropwise over fifteen minutes. The addition funnel was rinsed with an additional 25 mL of CH2Cl2, and the cloudy, color...